This data is from the Open Reaction Database (ORD), a public repository of structured organic reaction records. The task is: describe an organic reaction: reactants, conditions, products, and yield The reactants are O1C(=CC=C1)CCC(=O)OC (methyl 3-(furan-2-yl)propanate), CO.CN (methylamine methanol). Product: CNC(CCC=1OC=CC1)=O (N-methyl-3-(furan-2-yl)propanamide). RXN SMILES: [O:1]1[CH:5]=[CH:4][CH:3]=[C:2]1[CH2:6][CH2:7][C:8]([O:10]C)=O.CO.[CH3:14][NH2:15]>>[CH3:14][NH:15][C:8](=[O:10])[CH2:7][CH2:6][C:2]1[O:1][CH:5]=[CH:4][CH:3]=1 |f:1.2|. Reported procedure: A solution of methyl 3-(furan-2-yl)propanate (4.0 g) in 40% methylamine methanol solution (50 ml) was stirred for 5 hours at room temperature. The solvent was removed under reduced pressure to afford N-methyl-3-(furan-2-yl)propanamide (4.0 g). Reactants: Cc1c(CN(C)C)c2ccnc(N3CCc4ccccc4C3)c2n1Cc1cccc(F)c1, CCO, CI. The product is Cc1c(C[N+](C)(C)C)c2ccnc(N3CCc4ccccc4C3)c2n1Cc1cccc(F)c1, [I-]. As a reaction SMILES: [CH2:3]1[N:4]([c:13]2[n:14][cH:15][cH:16][c:17]3[c:18]2[n:19]([CH2:27][c:28]2[cH:29][c:30]([F:34])[cH:31][cH:32][cH:33]2)[c:20]([CH3:26])[c:21]3[CH2:22][N:23]([CH3:24])[CH3:25])[CH2:5][CH2:6][c:7]2[cH:8][cH:9][cH:10][cH:11][c:12]21.[CH3:35][CH2:36][OH:37].[I:1][CH3:2]>>[CH3:2][N+:23]([CH2:22][c:21]1[c:17]2[cH:16][cH:15][n:14][c:13]([N:4]3[CH2:3][c:12]4[c:7]([cH:8][cH:9][cH:10][cH:11]4)[CH2:6][CH2:5]3)[c:18]2[n:19]([CH2:27][c:28]2[cH:29][c:30]([F:34])[cH:31][cH:32][cH:33]2)[c:20]1[CH3:26])([CH3:24])[CH3:25].[I-:1]. The reactants are Cc1ccc(C(=O)O)o1, O=S(Cl)Cl, c1ccccc1. Yields the product Cc1ccc(C(=O)Cl)o1. As a reaction SMILES: [CH3:5][c:6]1[cH:7][cH:8][c:9]([C:11](=[O:12])[OH:13])[o:10]1.[S:1]([Cl:2])([Cl:3])=[O:4].[cH:14]1[cH:15][cH:16][cH:17][cH:18][cH:19]1>>[Cl:3][C:11]([c:9]1[cH:8][cH:7][c:6]([CH3:5])[o:10]1)=[O:13]. The reactants are FC=1C=CC=2N(C(C(=C(N2)C(C)NC(=O)C2=C(C(=O)O)C=CC=C2)C2=CC(=CC=C2)F)=O)C1 (2-(1-(7-fluoro-3-(3-fluorophenyl)-4-oxo-4H-pyrido[1,2-a]pyrimidin-2-yl)ethylcarbamoyl)benzoic acid), CCO (EtOH), Cl (HCl). The solvent is ice water. Conditions: time 25 hour. The product is NC(C)C=1N=C2N(C(C1C1=CC(=CC=C1)F)=O)C=C(C=C2)F (2-(1-aminoethyl)-7-fluoro-3-(3-fluorophenyl)-4H-pyrido[1,2-a]pyrimidin-4-one). As a reaction SMILES: [F:1][C:2]1[CH:3]=[CH:4][C:5]2[N:6]([CH:33]=1)[C:7](=[O:32])[C:8]([C:25]1[CH:30]=[CH:29][CH:28]=[C:27]([F:31])[CH:26]=1)=[C:9]([CH:11]([NH:13]C(C1C=CC=CC=1C(O)=O)=O)[CH3:12])[N:10]=2.CCO.Cl>>[NH2:13][CH:11]([C:9]1[N:10]=[C:5]2[CH:4]=[CH:3][C:2]([F:1])=[CH:33][N:6]2[C:7](=[O:32])[C:8]=1[C:25]1[CH:30]=[CH:29][CH:28]=[C:27]([F:31])[CH:26]=1)[CH3:12]. Procedure: To a suspension of 2-(1-(7-fluoro-3-(3-fluorophenyl)-4-oxo-4H-pyrido[1,2-a]pyrimidin-2-yl)ethylcarbamoyl)benzoic acid (0.2462 g, 0.548 mmol) in EtOH (5.48 mL, 0.548 mmol) was added concd. HCl (0.457 mL, 5.48 mmol), and the mixture was stirred under reflux. After 25 h, the mixture was cooled to rt. To the mixture was added ice water (50 mL). The aq acidic mixture (pH˜1.5) was washed with DCM (50 mL×2) to remove organic impurities. The aq mixture was then treated with satd aq NaHCO3 solution (50 m... Reactants: [F-].C(CCC)[N+](CCCC)(CCCC)CCCC (Tetrabutylammonium fluoride), C(C)OC(=O)C1(CN(CC1)CC(=O)OC(C)(C)C)C(O[SiH2]C(C)(C)C)(C)C (1-tert-butoxycarbonylmethyl-3-(tert-butyl-dimethyl-silanyloxymethyl)-pyrrolidine-3-carboxylic acid ethyl ester). Conditions: time 0.5 hour. Product: C(C)OC(=O)C1(CN(CC1)CC(=O)OC(C)(C)C)CO (1-tert-butoxycarbonylmethyl-3-hydroxymethyl-pyrrolidine-3-carboxylic acid ethyl ester). Isolated yield 67.7%. As a reaction SMILES: [F-].C([N+](CCCC)(CCCC)CCCC)CCC.[CH2:19]([O:21][C:22]([C:24]1([C:37](C)(C)[O:38][SiH2]C(C)(C)C)[CH2:28][CH2:27][N:26]([CH2:29][C:30]([O:32][C:33]([CH3:36])([CH3:35])[CH3:34])=[O:31])[CH2:25]1)=[O:23])[CH3:20]>>[CH2:19]([O:21][C:22]([C:24]1([CH2:37][OH:38])[CH2:28][CH2:27][N:26]([CH2:29][C:30]([O:32][C:33]([CH3:35])([CH3:34])[CH3:36])=[O:31])[CH2:25]1)=[O:23])[CH3:20] |f:0.1|. Procedure: Tetrabutylammonium fluoride (1.8 ml, 1M in THF) was added to 1-tert-butoxycarbonylmethyl-3-(tert-butyl-dimethyl-silanyloxymethyl)-pyrrolidine-3-carboxylic acid ethyl ester (726 mg, 1.8 mmol). The reaction solution was stirred for half hour and purified by column chromatography using solution of ethyl acetate in hexanes (1:1), then ethyl acetate to provide the title product (350 mg, 68%). Reactants: ClC1=CC(=C(C=C1OC1=CC=C(C=C1)[N+](=O)[O-])N1N=CC(N(C1=O)C)=O)F (2-[4-chloro-2-fluoro-5-(4-nitrophenoxy)phenyl]-4-methyl-1,2,4-triazine-3,5(2H,4H)-dione). Procedure: 2-(4-chloro-2-fluoro-5-hydroxyphenyl)-4-methyl-1,2,4-triazine-3,5(2H,4H)-dione is reacted with potassium carbonate and 4-fluoronitrobenzene in N,N-dimethylformamide to form 2-[4-chloro-2-fluoro-5-(4-nitrophenoxy)phenyl]-4-methyl-1,2,4-triazine-3,5(2H,4H)-dione. 2-[4-chloro-2-fluoro-5-(4-nitrophenoxy)phenyl]-4-methyl-1,2,4-triazine-3,5(2H,4H)-dione is reduced with iron powder in acetic acid and water to produce 2-[5-(4-aminophenoxy)-4-chloro-2-fluorophenyl]-4-methyl-1,2,4-triazine-3,5(2H,4H)-dion... Product: NC1=CC=C(OC=2C(=CC(=C(C2)N2N=CC(N(C2=O)C)=O)F)Cl)C=C1 (2-[5-(4-aminophenoxy)-4-chloro-2-fluorophenyl]-4-methyl-1,2,4-triazine-3,5(2H,4H)-dione). Solvent: C(C)(=O)O (acetic acid), O (water). RXN SMILES: [Cl:1][C:2]1[C:7]([O:8][C:9]2[CH:14]=[CH:13][C:12]([N+:15]([O-])=O)=[CH:11][CH:10]=2)=[CH:6][C:5]([N:18]2[C:23](=[O:24])[N:22]([CH3:25])[C:21](=[O:26])[CH:20]=[N:19]2)=[C:4]([F:27])[CH:3]=1>C(O)(=O)C.O.[Fe]>[NH2:15][C:12]1[CH:13]=[CH:14][C:9]([O:8][C:7]2[C:2]([Cl:1])=[CH:3][C:4]([F:27])=[C:5]([N:18]3[C:23](=[O:24])[N:22]([CH3:25])[C:21](=[O:26])[CH:20]=[N:19]3)[CH:6]=2)=[CH:10][CH:11]=1. The reagents and catalysts are [Fe] (iron).